From a dataset of the Open Reaction Database (ORD), a public repository of structured organic reaction records. describe an organic reaction: reactants, conditions, products, and yield Reactants: CON, CN(C)C=O, Cl, O=C(C1=NOCCO1)c1ccccc1O, O. Product: CON=C(C1=NOCCO1)c1ccccc1O. As a reaction SMILES: [CH3:17][O:18][NH2:19].[CH3:21][N:22]([CH3:23])[CH:24]=[O:25].[ClH:16].[O:1]1[N:2]=[C:3]([C:7](=[O:8])[c:9]2[c:10]([OH:15])[cH:11][cH:12][cH:13][cH:14]2)[O:4][CH2:5][CH2:6]1.[OH2:20]>>[O:1]1[N:2]=[C:3]([C:7]([c:9]2[c:10]([OH:15])[cH:11][cH:12][cH:13][cH:14]2)=[N:19][O:18][CH3:17])[O:4][CH2:5][CH2:6]1. Starting materials: Fc1cccc(Br)c1, CCCCCC1CCC(=O)CC1, C1CCOC1, [Li]CCCC, CCOC(C)=O, [Cl-], [NH4+]. Product: CCCCCC1CCC(c2cccc(F)c2)CC1. As a reaction SMILES: [Br:1][c:2]1[cH:3][c:4]([F:8])[cH:5][cH:6][cH:7]1.[CH2:14]([CH2:15][CH2:16][CH2:17][CH3:18])[CH:19]1[CH2:20][CH2:21][C:22](=[O:25])[CH2:23][CH2:24]1.[CH2:28]1[O:29][CH2:30][CH2:31][CH2:32]1.[CH2:9]([Li:10])[CH2:11][CH2:12][CH3:13].[CH3:33][CH2:34][O:35][C:36](=[O:37])[CH3:38].[Cl-:26].[NH4+:27]>>[c:2]1([CH:22]2[CH2:21][CH2:20][CH:19]([CH2:14][CH2:15][CH2:16][CH2:17][CH3:18])[CH2:24][CH2:23]2)[cH:3][c:4]([F:8])[cH:5][cH:6][cH:7]1. Starting materials: ON1C(=NC(=C1C=1C=NC=CC1)C)C1=C(C=CC=C1)OC (1-hydroxy-2-(2-methoxyphenyl)-4-methyl-5-(3-pyridyl)imidazole), P(Cl)(Cl)Cl (phosphorus trichloride), C([O-])(O)=O.[Na+] (sodium bicarbonate), O (water). Solvent: CN(C=O)C (N,N-dimethylformamide). Run at time 2 hour. Yields the product COC1=C(C=CC=C1)C=1NC(=C(N1)C=1C=NC=CC1)C (2-(2-methoxyphenyl)-5-methyl-4-(3-pyridyl)imidazole). Isolated yield 65.7%. Reaction SMILES: O[N:2]1[C:6]([C:7]2[CH:8]=[N:9][CH:10]=[CH:11][CH:12]=2)=[C:5]([CH3:13])[N:4]=[C:3]1[C:14]1[CH:19]=[CH:18][CH:17]=[CH:16][C:15]=1[O:20][CH3:21].P(Cl)(Cl)Cl.O.C(=O)(O)[O-].[Na+]>CN(C)C=O>[CH3:21][O:20][C:15]1[CH:16]=[CH:17][CH:18]=[CH:19][C:14]=1[C:3]1[NH:4][C:5]([CH3:13])=[C:6]([C:7]2[CH:8]=[N:9][CH:10]=[CH:11][CH:12]=2)[N:2]=1 |f:3.4|. Reported procedure: To a solution of 1-hydroxy-2-(2-methoxyphenyl)-4-methyl-5-(3-pyridyl)imidazole (0.5 g) in N,N-dimethylformamide (10 ml) was added phosphorus trichloride (0.31 ml) under ice-cooling. The mixture was stirred for 2 hours at 5° to 10° C. The mixture was poured into water (100 ml), and neutralized with aqueous sodium bicarbonate. The precipitate was collected, washed with water, and dried to give 2-(2-methoxyphenyl)-5-methyl-4-(3-pyridyl)imidazole (0.31 g).